From a dataset of the Open Reaction Database (ORD), a public repository of structured organic reaction records. describe an organic reaction: reactants, conditions, products, and yield The reactants are NC1=CC(=C(C(=O)NCC2CCN(CC2)CCCCCN)C=C1Cl)OC (4-Amino-N-(1-(5-aminopentyl)piperidin-4-ylmethyl)-5-chloro-2-methoxybenzamide), [N+](=O)([O-])C1=CC=C(C=O)C=C1 (4-nitrobenzaldehyde). The product is NC1=CC(=C(C(=O)NCC2CCN(CC2)CCCCCNCC2=CC=C(C=C2)[N+](=O)[O-])C=C1Cl)OC (4-amino-5-chloro-2-methoxy-N-((1-(5-(4-nitrobenzylamino)pentyl)piperidin-4-yl)methyl)benzamide). Yield: 85.0%. RXN SMILES: [NH2:1][C:2]1[C:23]([Cl:24])=[CH:22][C:5]([C:6]([NH:8][CH2:9][CH:10]2[CH2:15][CH2:14][N:13]([CH2:16][CH2:17][CH2:18][CH2:19][CH2:20][NH2:21])[CH2:12][CH2:11]2)=[O:7])=[C:4]([O:25][CH3:26])[CH:3]=1.[N+:27]([C:30]1[CH:37]=[CH:36][C:33]([CH:34]=O)=[CH:32][CH:31]=1)([O-:29])=[O:28]>>[NH2:1][C:2]1[C:23]([Cl:24])=[CH:22][C:5]([C:6]([NH:8][CH2:9][CH:10]2[CH2:11][CH2:12][N:13]([CH2:16][CH2:17][CH2:18][CH2:19][CH2:20][NH:21][CH2:34][C:33]3[CH:36]=[CH:37][C:30]([N+:27]([O-:29])=[O:28])=[CH:31][CH:32]=3)[CH2:14][CH2:15]2)=[O:7])=[C:4]([O:25][CH3:26])[CH:3]=1. Procedure details: 4-Amino-N-(1-(5-aminopentyl)piperidin-4-ylmethyl)-5-chloro-2-methoxybenzamide (2 g) as starting compound and 4-nitrobenzaldehyde (0.87 g) were reacted and treated in the same manner as in Example 121 to give 2.3 g of 4-amino-5-chloro-2-methoxy-N-((1-(5-(4-nitrobenzylamino)pentyl)piperidin-4-yl)methyl)benzamide. The reactants are C1(=CC=CC=C1)S(=O)(=O)C1=NNC2=CC=C(C=C12)OCCOS(=O)(=O)C1=CC=C(C=C1)C (toluene-4-sulfonic acid 2-(3-benzenesulfonyl-1H-indazol-5-yloxy)-ethyl ester), C(CCC)N (n-butylamine). Run in C1CCOC1 (THF). Product: C1(=CC=CC=C1)S(=O)(=O)C1=NNC2=CC=C(C=C12)OCCNCCCC ([2-(3-benzenesulfonyl-1H-indazol-5-yloxy)-ethyl]-butyl-amine). Isolated yield 38.2%. As a reaction SMILES: [C:1]1([S:7]([C:10]2[C:18]3[C:13](=[CH:14][CH:15]=[C:16]([O:19][CH2:20][CH2:21]OS(C4C=CC(C)=CC=4)(=O)=O)[CH:17]=3)[NH:12][N:11]=2)(=[O:9])=[O:8])[CH:6]=[CH:5][CH:4]=[CH:3][CH:2]=1.[CH2:33]([NH2:37])[CH2:34][CH2:35][CH3:36]>C1COCC1>[C:1]1([S:7]([C:10]2[C:18]3[C:13](=[CH:14][CH:15]=[C:16]([O:19][CH2:20][CH2:21][NH:37][CH2:33][CH2:34][CH2:35][CH3:36])[CH:17]=3)[NH:12][N:11]=2)(=[O:8])=[O:9])[CH:2]=[CH:3][CH:4]=[CH:5][CH:6]=1. Procedure details: A solution of toluene-4-sulfonic acid 2-(3-benzenesulfonyl-1H-indazol-5-yloxy)-ethyl ester (0.348 g, 0.736 mmol) and n-butylamine (1.0 mL, 10 mmol) in THF (8 mL) was stirred at 70° C. for 6 hours in a sealed tube. After cooling somewhat, the reaction mixture was solvent evaporated and partitioned in ethyl acetate and aqueous sodium bicarbonate. The organic phase was then washed with water and brine, dried with anhydrous magnesium sulfate, filtered and concentrated. The residue was purified by fl... The reactants are [BH4-], C=CCc1cccn(-c2ccc(N3CC(CNC(=O)c4ccc(Cl)s4)OC3=O)cc2Cl)c1=O, C1CCOC1, CC(C)(C)O, [O-][I+3]([O-])([O-])[O-], [Na+], [Na+], O. Product: O=C(NCC1CN(c2ccc(-n3cccc(CCO)c3=O)c(Cl)c2)C(=O)O1)c1ccc(Cl)s1. As a reaction SMILES: [BH4-:40].[CH2:1]([CH:2]=[CH2:3])[c:4]1[c:5](=[O:33])[n:6](-[c:10]2[c:11]([Cl:32])[cH:12][c:13]([N:16]3[C:17](=[O:31])[O:18][CH:19]([CH2:21][NH:22][C:23](=[O:24])[c:25]4[s:26][c:27]([Cl:30])[cH:28][cH:29]4)[CH2:20]3)[cH:14][cH:15]2)[cH:7][cH:8][cH:9]1.[CH2:42]1[O:43][CH2:44][CH2:45][CH2:46]1.[CH3:48][C:49]([OH:50])([CH3:51])[CH3:52].[I+3:34]([O-:35])([O-:36])([O-:37])[O-:38].[Na+:39].[Na+:41].[OH2:47]>>[CH2:1]([CH2:2][OH:35])[c:4]1[c:5](=[O:33])[n:6](-[c:10]2[c:11]([Cl:32])[cH:12][c:13]([N:16]3[C:17](=[O:31])[O:18][CH:19]([CH2:21][NH:22][C:23](=[O:24])[c:25]4[s:26][c:27]([Cl:30])[cH:28][cH:29]4)[CH2:20]3)[cH:14][cH:15]2)[cH:7][cH:8][cH:9]1.